This data is from the Open Reaction Database (ORD), a public repository of structured organic reaction records. The task is: describe an organic reaction: reactants, conditions, products, and yield Reactants: COC1=CC=C(C=C1)O (4-methoxyphenol), Cl.ClCC=1C=C(OCC2=NC3=CC=CC=C3C=C2)C=CC1 (2-(3-chloromethylphenoxymethyl)quinoline hydrochloride), C([O-])([O-])=O.[K+].[K+] (potassium carbonate), [I-].[K+] (potassium iodide). The solvent is CC(=O)C (acetone). The product is COC1=CC=C(OCC=2C=C(OCC3=NC4=CC=CC=C4C=C3)C=CC2)C=C1 (2-[3-(p-Methoxyphenoxymethyl)phenoxymethyl]quinoline). Isolated yield 56.5%. RXN SMILES: [CH3:1][O:2][C:3]1[CH:8]=[CH:7][C:6]([OH:9])=[CH:5][CH:4]=1.Cl.Cl[CH2:12][C:13]1[CH:14]=[C:15]([CH:28]=[CH:29][CH:30]=1)[O:16][CH2:17][C:18]1[CH:27]=[CH:26][C:25]2[C:20](=[CH:21][CH:22]=[CH:23][CH:24]=2)[N:19]=1.C(=O)([O-])[O-].[K+].[K+].[I-].[K+]>CC(C)=O>[CH3:1][O:2][C:3]1[CH:8]=[CH:7][C:6]([O:9][CH2:12][C:13]2[CH:14]=[C:15]([CH:28]=[CH:29][CH:30]=2)[O:16][CH2:17][C:18]2[CH:27]=[CH:26][C:25]3[C:20](=[CH:21][CH:22]=[CH:23][CH:24]=3)[N:19]=2)=[CH:5][CH:4]=1 |f:1.2,3.4.5,6.7|. Procedure details: A mixture of 1.2 g (0.01 mol) 4-methoxyphenol, 3.2 g (0.01 mol) 2-(3-chloromethylphenoxymethyl)quinoline hydrochloride,, 2.8 g (0.02 mol) potassium carbonate and 2.8 g (0.017 mol) potassium iodide in 100 ml acetone was refluxed over a period of 24 hours. Reaction mixture was concentrated to dryness and slurried into water and extracted with ether. The ether extract was washed with water, dried over MgSO4 and concentrated to dryness under reduced pressure to obtain solid. Recrystallization from i... Reported procedure: A mixture of 6-hydroxymethyl-2-pyridinecarboxamide (100 g) and manganese dioxide (500 g) in chloroform (2 l) was heated under reflux for 48 hours. Manganese dioxide was removed by filtration and the filtrate was evaporated in vacuo to give 6-formyl-2-pyridinecarboxamide (60.46 g). Isolated yield 61.3%. Run in C(Cl)(Cl)Cl (chloroform). Starting materials: OCC1=CC=CC(=N1)C(=O)N (6-hydroxymethyl-2-pyridinecarboxamide). RXN SMILES: [OH:1][CH2:2][C:3]1[N:8]=[C:7]([C:9]([NH2:11])=[O:10])[CH:6]=[CH:5][CH:4]=1>C(Cl)(Cl)Cl.[O-2].[O-2].[Mn+4]>[CH:2]([C:3]1[N:8]=[C:7]([C:9]([NH2:11])=[O:10])[CH:6]=[CH:5][CH:4]=1)=[O:1] |f:2.3.4|. Reagents/catalysts: [O-2].[O-2].[Mn+4] (manganese dioxide). The product is C(=O)C1=CC=CC(=N1)C(=O)N (6-formyl-2-pyridinecarboxamide). Starting materials: C1CCOC1, CN1CCC(O)CC1, Clc1cc(-c2ccc(OC3CCCCC3)cc2)c(C2CC2)nn1, [H-], [Na+]. The product is CN1CCC(Oc2cc(-c3ccc(OC4CCCCC4)cc3)c(C3CC3)nn2)CC1. As a reaction SMILES: [CH2:34]1[O:35][CH2:36][CH2:37][CH2:38]1.[CH3:1][N:2]1[CH2:3][CH2:4][CH:5]([OH:8])[CH2:6][CH2:7]1.[Cl:11][c:12]1[cH:13][c:14](-[c:21]2[cH:22][cH:23][c:24]([O:27][CH:28]3[CH2:29][CH2:30][CH2:31][CH2:32][CH2:33]3)[cH:25][cH:26]2)[c:15]([CH:18]2[CH2:19][CH2:20]2)[n:16][n:17]1.[H-:9].[Na+:10]>>[CH3:1][N:2]1[CH2:3][CH2:4][CH:5]([O:8][c:12]2[cH:13][c:14](-[c:21]3[cH:22][cH:23][c:24]([O:27][CH:28]4[CH2:29][CH2:30][CH2:31][CH2:32][CH2:33]4)[cH:25][cH:26]3)[c:15]([CH:18]3[CH2:19][CH2:20]3)[n:16][n:17]2)[CH2:6][CH2:7]1. Reactants: C[Si](Cl)(Cl)C (dimethyldichlorosilane), C(C)(C)(CCC)[Si](OC=1CC2=CC=CC=C2C1)(C)C (2-(t-hexyldimethylsiloxy)indene), [Li]CCCC (n-BuLi), solution. Solvent: CCOCC (Et2O), CCOCC (Et2O), CCCCCC (hexane). Conditions: time 8 hour. The product is C[Si](C1C(=CC2=CC=CC=C12)O[Si](C(C)(C)CCC)(C)C)(C1C(=CC2=CC=CC=C12)O[Si](C)(C)C(C)(C)CCC)C (Dimethylbis(2-(t-hexyldimethylsiloxy)indenyl)silane). The yield is 29.7%. RXN SMILES: [C:1]([Si:7]([CH3:19])([CH3:18])[O:8][C:9]1[CH2:10][C:11]2[C:16]([CH:17]=1)=[CH:15][CH:14]=[CH:13][CH:12]=2)([CH2:4][CH2:5][CH3:6])([CH3:3])[CH3:2].[Li][CH2:21][CH2:22][CH2:23][CH3:24].[CH3:25][Si:26]([CH3:29])(Cl)Cl>CCOCC.CCCCCC>[CH3:25][Si:26]([CH3:29])([CH:21]1[C:16]2[C:24](=[CH:11][CH:10]=[CH:9][CH:17]=2)[CH:23]=[C:22]1[O:8][Si:7]([C:1]([CH2:4][CH2:5][CH3:6])([CH3:2])[CH3:3])([CH3:19])[CH3:18])[CH:17]1[C:16]2[C:11](=[CH:12][CH:13]=[CH:14][CH:15]=2)[CH:10]=[C:9]1[O:8][Si:7]([CH3:19])([CH3:18])[C:1]([CH2:4][CH2:5][CH3:6])([CH3:3])[CH3:2]. Reported procedure: To a solution of 2-(t-hexyldimethylsiloxy)indene (35.58 g, 129.6 mmol) in Et2O (120 mL) at 0° C. was added dropwise n-BuLi (52.4 mL of a 2.5 M solution in hexane, 130.9 mmol) and the reaction mixture was stirred overnight at room temperature. The resulting solution was then added dropwise to a solution of dimethyldichlorosilane (7.9 mL, 64.8 mmol) in Et2O (50 mL) at 0° C. The reaction mixture was stirred overnight at room temperature and washed with saturated ammonium chloride solution (300 mL),... Starting materials: S(=O)(=O)(C1=CC=C(C)C=C1)N1[C@@H](C(=O)Cl)CCC1 (N-tosyl-D-prolyl chloride), C1(=CC=CC=C1)C1=CN(C2=CC=CC=C12)C([C@@H]1N(CCC1)S(=O)(=O)C1=CC=C(C)C=C1)=O (3-phenyl-1-(N-tosyl-D-prolyl)indole). Run at temperature -40 celsius. The product is C1(=CC=CC=C1)C1=CNC2=CC=CC=C12 (3-phenylindole). The yield is 207.5%. Reaction SMILES: S(N1CCC[C@@H]1C(Cl)=O)(C1C=CC(C)=CC=1)(=O)=O.[C:19]1([C:25]2[C:33]3[C:28](=[CH:29][CH:30]=[CH:31][CH:32]=3)[N:27](C(=O)[C@H]3CCCN3S(C3C=CC(C)=CC=3)(=O)=O)[CH:26]=2)[CH:24]=[CH:23][CH:22]=[CH:21][CH:20]=1>>[C:19]1([C:25]2[C:33]3[C:28](=[CH:29][CH:30]=[CH:31][CH:32]=3)[NH:27][CH:26]=2)[CH:20]=[CH:21][CH:22]=[CH:23][CH:24]=1. Reported procedure: By following the procedure of Example 1 substantially faithfully while using N-tosyl-D-prolyl chloride in the place of benzoyl chloride and changing the reaction temperature during the course of cooling to -40° C., 3.88 g of 3-phenyl-1-(N-tosyl-D-prolyl)indole (48.2%) having a melting point of 148-149° C. was obtained from 3.50 g of 3-phenylindole. Starting materials: COC1=C2C(N(C(NC2=CC=C1OC)=O)CCO)=O (5,6-dimethoxy-3-hydroxyethylquinazolin-2,4-dione), S(=O)(Cl)Cl (thionyl chloride). Run in C(Cl)(Cl)Cl (CHCl3). Product: ClCCN1C(NC2=CC=C(C(=C2C1=O)OC)OC)=O (3-(2-Chloroethyl)-5,6-dimethoxyquinazolin-2,4(1H, 3H)-dione). As a reaction SMILES: [CH3:1][O:2][C:3]1[C:12]([O:13][CH3:14])=[CH:11][CH:10]=[C:9]2[C:4]=1[C:5](=[O:19])[N:6]([CH2:16][CH2:17]O)[C:7](=[O:15])[NH:8]2.S(Cl)([Cl:22])=O>C(Cl)(Cl)Cl>[Cl:22][CH2:17][CH2:16][N:6]1[C:5](=[O:19])[C:4]2[C:9](=[CH:10][CH:11]=[C:12]([O:13][CH3:14])[C:3]=2[O:2][CH3:1])[NH:8][C:7]1=[O:15]. Reported procedure: A mixture of 5,6-dimethoxy-3-hydroxyethylquinazolin-2,4-dione (2.0 g, 7.51 mM) and thionyl chloride (0.76 ml, 10.45 mM) in CHCl3 (20 ml) was heated at reflux for 4 hours under nitrogen with vigorous mechanical stirring. Trituration of the solid reaction mixture followed by drying afforded crude product as an off-white solid. The crude product was recrystallized from MeOH (100 ml) and dried to afford the title compound as a white solid; 0.86; (A); mp 118°-120° C. Starting materials: C1CCOC1, C[Si](C)(C)[N-][Si](C)(C)C, Cc1nc(Oc2ccc3[nH]c(C)cc3c2F)cc(S(C)(=O)=O)n1, [Li+], O=C=Nc1cccc(C(F)(F)F)c1. Product: Cc1nc(Oc2ccc3c(cc(C)n3C(=O)Nc3cccc(C(F)(F)F)c3)c2F)cc(S(C)(=O)=O)n1. RXN SMILES: [CH2:47]1[O:48][CH2:49][CH2:50][CH2:51]1.[CH3:25][Si:26]([N-:27][Si:28]([CH3:29])([CH3:30])[CH3:31])([CH3:32])[CH3:33].[F:1][c:2]1[c:3]2[cH:4][c:5]([CH3:23])[nH:6][c:7]2[cH:8][cH:9][c:10]1[O:11][c:12]1[n:13][c:14]([CH3:22])[n:15][c:16]([S:18](=[O:19])(=[O:20])[CH3:21])[cH:17]1.[Li+:24].[N:34](=[C:35]=[O:36])[c:37]1[cH:38][c:39]([C:43]([F:44])([F:45])[F:46])[cH:40][cH:41][cH:42]1>>[F:1][c:2]1[c:3]2[cH:4][c:5]([CH3:23])[n:6]([C:35]([NH:34][c:37]3[cH:38][c:39]([C:43]([F:44])([F:45])[F:46])[cH:40][cH:41][cH:42]3)=[O:36])[c:7]2[cH:8][cH:9][c:10]1[O:11][c:12]1[n:13][c:14]([CH3:22])[n:15][c:16]([S:18](=[O:19])(=[O:20])[CH3:21])[cH:17]1. Starting materials: C([O-])([O-])=O.[K+].[K+] (Potassium carbonate), BrCCCCCC (1-bromohexan), O.[SH-].[Na+] (Sodium hydrosulfide monohydrate), C(C(=O)O)(=O)O.ClC1=NSN=C1C12CCCN(CC1)C2 (5-(3-chloro-1,2,5-thiadiazol-4-yl)-1-azabicyclo[3.2.1]octane oxalate). Run in CN(C)C=O (DMF), O (Water). Reaction conditions: time 30 minute. Yields the product C(C(=O)O)(=O)O.C(CCCCC)SC1=NSN=C1C12CCCN(CC1)C2 (5-(3-Hexylthio-1,2,5-thiadiazol-4-yl)-1-azabicyclo[3.2.1]octane oxalate). Yield: 49.8%. As a reaction SMILES: O.[SH-:2].[Na+].[C:4]([OH:9])(=[O:8])[C:5]([OH:7])=[O:6].Cl[C:11]1[C:15]([C:16]23[CH2:23][N:20]([CH2:21][CH2:22]2)[CH2:19][CH2:18][CH2:17]3)=[N:14][S:13][N:12]=1.C(=O)([O-])[O-].[K+].[K+].Br[CH2:31][CH2:32][CH2:33][CH2:34][CH2:35][CH3:36]>CN(C=O)C.O>[C:4]([OH:9])(=[O:8])[C:5]([OH:7])=[O:6].[CH2:31]([S:2][C:11]1[C:15]([C:16]23[CH2:23][N:20]([CH2:21][CH2:22]2)[CH2:19][CH2:18][CH2:17]3)=[N:14][S:13][N:12]=1)[CH2:32][CH2:33][CH2:34][CH2:35][CH3:36] |f:0.1.2,3.4,5.6.7,11.12|. Procedure: Sodium hydrosulfide monohydrate (326 mg, 4.4 mmol) was added to a solution of 5-(3-chloro-1,2,5-thiadiazol-4-yl)-1-azabicyclo[3.2.1]octane oxalate (350 mg, 1.1 mmol) in DMF (20 ml) at room temperature and the reaction mixture was stirred for 30 min. Potassium carbonate (1.24 g, 9 mmol) and 1-bromohexan (561 μl, 4 mmol) were added and the reaction mixture was stirred for 3 h. Water (50 ml) was added to the reaction mixture and the aqueous phase extracted with ether (3×200 ml). The combined ether ... Reactants: BrB(Br)Br, CCOC(C)=O, COC(=O)c1cc2ccc(OC)cc2o1, ClCCl, O. Product: COC(=O)c1cc2ccc(O)cc2o1. Reaction SMILES: [B:1]([Br:2])([Br:3])[Br:4].[CH3:21][CH2:22][O:23][C:24](=[O:25])[CH3:26].[CH3:5][O:6][c:7]1[cH:8][c:9]2[c:10]([cH:11][c:12]([C:14](=[O:15])[O:16][CH3:17])[o:13]2)[cH:18][cH:19]1.[Cl:27][CH2:28][Cl:29].[OH2:20]>>[OH:6][c:7]1[cH:8][c:9]2[c:10]([cH:11][c:12]([C:14](=[O:15])[O:16][CH3:17])[o:13]2)[cH:18][cH:19]1.